This data is from the Open Reaction Database (ORD), a public repository of structured organic reaction records. The task is: describe an organic reaction: reactants, conditions, products, and yield Reported procedure: (S)-(1-Methylcarbamoyl-2-thiazol-4-yl-ethyl)-carbamic acid tert-butyl ester (248 mg, 0.87 mmol) was dissolved in 4 M HCl-dioxane at 0° C. The resulting mixture was stirred for 1 hour at 25° C., concentrated and the residue triturated with ether. Yield, 202 g, 102%; HPLC (70/30) 2.41 minutes (96%); RXN SMILES: C(OC(=O)[NH:7][C@H:8]([C:15](=[O:18])[NH:16][CH3:17])[CH2:9][C:10]1[N:11]=[CH:12][S:13][CH:14]=1)(C)(C)C.[ClH:20].O1CCOCC1>>[ClH:20].[NH2:7][C@@H:8]([CH2:9][C:10]1[N:11]=[CH:12][S:13][CH:14]=1)[C:15]([NH:16][CH3:17])=[O:18] |f:1.2,3.4|. Starting materials: C(C)(C)(C)OC(N[C@@H](CC=1N=CSC1)C(NC)=O)=O ((S)-(1-Methylcarbamoyl-2-thiazol-4-yl-ethyl)-carbamic acid tert-butyl ester), Cl.O1CCOCC1 (HCl dioxane), ( 70/30 ). Product: Cl.N[C@H](C(=O)NC)CC=1N=CSC1 ((S)-2-Amino-N-methyl-3-thiazol-4-yl-propionamide hydrochloride). Conditions: temperature 25 celsius, time 1 hour. Reactants: base, ClC=1C=C2CCN(C2=CC1)CC1=CC(=CC=C1)C#N (α-(5-chloro-1-indolinyl)-m-tolunitrile), C1CCOC1 (THF), C(\C=C\C(=O)O)(=O)O (fumaric acid), [H-].[H-].[H-].[H-].[Li+].[Al+3] (LiAlH4). Run in C(C)O (ethanol), C(C)O (ethanol). The product is C(\C=C\C(=O)O)(=O)O.ClC=1C=C2CCN(C2=CC1)CC=1C=C(C=CC1)CN (3-(5-chloro-1-indolinylmethyl)benzenemethanamine fumarate). Isolated yield 84.9%. Reaction SMILES: [Cl:1][C:2]1[CH:3]=[C:4]2[C:8](=[CH:9][CH:10]=1)[N:7]([CH2:11][C:12]1[CH:17]=[CH:16][CH:15]=[C:14]([C:18]#[N:19])[CH:13]=1)[CH2:6][CH2:5]2.C1COCC1.[H-].[H-].[H-].[H-].[Li+].[Al+3].[C:31]([OH:38])(=[O:37])/[CH:32]=[CH:33]/[C:34]([OH:36])=[O:35]>C(O)C>[C:31]([OH:38])(=[O:37])/[CH:32]=[CH:33]/[C:34]([OH:36])=[O:35].[Cl:1][C:2]1[CH:3]=[C:4]2[C:8](=[CH:9][CH:10]=1)[N:7]([CH2:11][C:12]1[CH:13]=[C:14]([CH2:18][NH2:19])[CH:15]=[CH:16][CH:17]=1)[CH2:6][CH2:5]2 |f:2.3.4.5.6.7,10.11|. Reported procedure: A solution of 4.41 g (16.4 mmole) of α-(5-chloro-1-indolinyl)-m-tolunitrile of Example 17a in 30 ml distilled THF was added dropwise over 30 minutes to a rapidly stirred ice cold slurry of 2.49 g (65.6 mmole, 4.0 equivalents) LiAlH4 in 65 ml distilled THF under nitrogen. After warming to room temperature, the mixture was heated under reflux for 2.75 hours, cooled in an ice bath, and quenched by dropwise addition of 2.5 ml water, 2.5 ml 10% NaOH, and 7.5 ml water. The salts were filtered and wash... Solvent: [OH-].[Na+] (sodium hydroxide). Reported procedure: A stirred solution of 1031 g (3.5 moles) of 2-bromo-4-fluoro-5-nitrophenyl methyl carbonate in 300 mL of 2.3N aqueous sodium hydroxide was heated to reflux and stirred for three hours. The hot reaction mixture was filtered through diatomaceous earth. Any material remaining in the reaction vessel was washed onto the filter cake with 1000 mL of water. The filtrate was cooled to 8°-10° C., and 560 mL of concentrated hydrochloric acid was added, with stirring, over one hour. The resultant solid was ... Yield: 65.7%. Reaction SMILES: C(=O)(OC)[O:2][C:3]1[CH:8]=[C:7]([N+:9]([O-:11])=[O:10])[C:6]([F:12])=[CH:5][C:4]=1[Br:13]>[OH-].[Na+]>[Br:13][C:4]1[CH:5]=[C:6]([F:12])[C:7]([N+:9]([O-:11])=[O:10])=[CH:8][C:3]=1[OH:2] |f:1.2|. Run at time 3 hour. Starting materials: C(OC1=C(C=C(C(=C1)[N+](=O)[O-])F)Br)(OC)=O (2-bromo-4-fluoro-5-nitrophenyl methyl carbonate). Yields the product BrC1=C(C=C(C(=C1)F)[N+](=O)[O-])O (2-bromo-4-fluoro-5-nitrophenol). The reactants are NC1=NC2=C(C=3C=C(C=NC13)CCC1=CC=C(C(=O)OCC)C=C1)C=CC(=C2)C (ethyl 4-(2-(5-amino-8-methylbenzo[f][1,7]naphthyridin-2-yl)ethyl)benzoate), C[Mg]I (methyl magnesium iodide), CCOCC (ether). Run in C(Cl)Cl (DCM). Reaction conditions: time 15 minute. Yields the product NC1=NC2=C(C=3C=C(C=NC13)CCC1=CC=C(C=C1)C(C)(C)O)C=CC(=C2)C (2-(4-(2-(5-amino-8 methylbenzo[f][1,7]naphthyridin-2-yl)ethyl)phenyl)propan-2-ol). Reaction SMILES: [NH2:1][C:2]1[C:11]2[N:10]=[CH:9][C:8]([CH2:12][CH2:13][C:14]3[CH:24]=[CH:23][C:17](C(OCC)=O)=[CH:16][CH:15]=3)=[CH:7][C:6]=2[C:5]2[CH:25]=[CH:26][C:27]([CH3:29])=[CH:28][C:4]=2[N:3]=1.[CH3:30][Mg]I.CC[O:35][CH2:36][CH3:37]>C(Cl)Cl>[NH2:1][C:2]1[C:11]2[N:10]=[CH:9][C:8]([CH2:12][CH2:13][C:14]3[CH:24]=[CH:23][C:17]([C:36]([OH:35])([CH3:37])[CH3:30])=[CH:16][CH:15]=3)=[CH:7][C:6]=2[C:5]2[CH:25]=[CH:26][C:27]([CH3:29])=[CH:28][C:4]=2[N:3]=1. Procedure details: To a solution of ethyl 4-(2-(5-amino-8-methylbenzo[f][1,7]naphthyridin-2-yl)ethyl)benzoate (from Example 70) (1.0 eq.) in DCM at 0° C. was added 3.0 M methyl magnesium iodide (10 eq.) in ether and warmed to room temperature overnight. The reaction was cooled to 0° C. and quenched with 1N HCl aqueous solution and ether. After stirring for 15 minutes, the reaction mixture was neutralized with saturated aqueous sodium bicarbonate solution. The two phases were separated, and the aqueous layer was ex... Procedure: Add hydrogen chloride (1N, 0.53 mL; 1.0 equiv; 0.53 mmoles) to a solution of 5,6,7,8-tetrahydroimidazo[1,2-a]pyridin-6-ylmethyl 2-(2,3-dihydro-1H-inden-2-ylamino)-5,7-dihydro-6H-pyrrolo[3,4-d]pyrimidine-6-carboxylate isomer 1 (0.228 g; 1.0 equiv; 0.53 mmoles) in methanol (0.5 mL). Swirl the mixture until dissolution occurs and then concentrate to a residue. Add water (1 mL), freeze the solution in a −78° C. dry ice bath, and lyophilize to afford 5,6,7,8-tetrahydroimidazo[1,2-a]pyridin-6-ylmethyl... As a reaction SMILES: [ClH:1].[CH2:2]1[C:10]2[C:5](=[CH:6][CH:7]=[CH:8][CH:9]=2)[CH2:4][CH:3]1[NH:11][C:12]1[N:13]=[CH:14][C:15]2[CH2:20][N:19]([C:21]([O:23][CH2:24][CH:25]3[CH2:30][N:29]4[CH:31]=[CH:32][N:33]=[C:28]4[CH2:27][CH2:26]3)=[O:22])[CH2:18][C:16]=2[N:17]=1>CO>[ClH:1].[CH2:2]1[C:10]2[C:5](=[CH:6][CH:7]=[CH:8][CH:9]=2)[CH2:4][CH:3]1[NH:11][C:12]1[N:13]=[CH:14][C:15]2[CH2:20][N:19]([C:21]([O:23][CH2:24][CH:25]3[CH2:30][N:29]4[CH:31]=[CH:32][N:33]=[C:28]4[CH2:27][CH2:26]3)=[O:22])[CH2:18][C:16]=2[N:17]=1 |f:3.4|. Solvent: CO (methanol). Starting materials: Cl (hydrogen chloride), C1C(CC2=CC=CC=C12)NC=1N=CC2=C(N1)CN(C2)C(=O)OCC2CCC=1N(C2)C=CN1 (5,6,7,8-tetrahydroimidazo[1,2-a]pyridin-6-ylmethyl 2-(2,3-dihydro-1H-inden-2-ylamino)-5,7-dihydro-6H-pyrrolo[3,4-d]pyrimidine-6-carboxylate). Isolated yield 100.0%. The product is Cl.C1C(CC2=CC=CC=C12)NC=1N=CC2=C(N1)CN(C2)C(=O)OCC2CCC=1N(C2)C=CN1 (5,6,7,8-tetrahydroimidazo[1,2-a]pyridin-6-ylmethyl 2-(2,3-dihydro-1H-inden-2-ylamino)-5,7-dihydro-6H-pyrrolo[3,4-d]pyrimidine-6-carboxylate hydrochloride). The reactants are ClC=1C=CC(=C(C(=O)Cl)C1)I (5-chloro-2-iodobenzoyl chloride), C(C)NCC (diethylamine), N1=CC=CC=C1 (Pyridine), O1CCCC1 (tetrahydrofuran). Conditions: time 3 hour. Yields the product ClC=1C=CC(=C(C(=O)N(CC)CC)C1)I (5-chloro-N,N-diethyl-2-iodobenzamide). Yield: 61.0%. Reaction SMILES: [Cl:1][C:2]1[CH:3]=[CH:4][C:5]([I:11])=[C:6]([CH:10]=1)[C:7](Cl)=[O:8].[N:12]1[CH:17]=[CH:16]C=[CH:14][CH:13]=1.O1CCCC1.C(NCC)C>>[Cl:1][C:2]1[CH:3]=[CH:4][C:5]([I:11])=[C:6]([CH:10]=1)[C:7]([N:12]([CH2:17][CH3:16])[CH2:13][CH3:14])=[O:8]. Procedure: In a 100 mL round bottomed flask was placed the 5-chloro-2-iodobenzoyl chloride prepared above. Pyridine (50 mL, 600 mmol) and tetrahydrofuran (10 mL, 100 mmol) were then added. To the reaction mixture was added diethylamine (3 mL, 30 mmol) and the mixture was stirred for 3 hr at rt. The mixture was stirred for an additional 3 hr at 50° C. The mixture was allowed to cool to rt and then concentrated under reduced pressure. The residue was dissolved in EtOAc (100 mL) and then washed with 1N HCl (5... The reactants are C(C)C1=C(C(=CC=C1)CC)C1=NC(=C(C(=N1)N1CCC(CC1)(C#N)O[Si](C)(C)C)CN(C1CCCC2=CC=CC=C12)C)C (1-(2-(2,6-diethyl-phenyl)-6-methyl-5-{[methyl-(1,2,3,4-tetrahydro-naphthalen-1-yl)-amino]-methyl}-pyrimidin-4-yl)-4-trimethylsilanyloxy-piperidine-4-carbonitrile), [H-].[H-].[H-].[H-].[Li+].[Al+3] (LAH), O (water), O (water), [O-]S(=O)(=O)[O-].[Mg+2] (MgSO4). The solvent is C1CCOC1 (THF), C1CCOC1 (THF), CCOC(=O)C (EtOAc). Reaction conditions: temperature 0 celsius. The product is NCC1(CCN(CC1)C1=NC(=NC(=C1CN([C@H]1CCCC2=CC=CC=C12)C)C)C1=C(C=CC=C1CC)CC)O (4-(aminomethyl)-1-[2-(2,6-diethylphenyl)-6-methyl-5-({methyl[(1S)-1,2,3,4-tetrahydronaphthalen-1-yl]amino}methyl)pyrimidin-4-yl]piperidin-4-ol). Reaction SMILES: [H-].[H-].[H-].[H-].[Li+].[Al+3].[CH2:7]([C:9]1[CH:14]=[CH:13][CH:12]=[C:11]([CH2:15][CH3:16])[C:10]=1[C:17]1[N:22]=[C:21]([N:23]2[CH2:28][CH2:27][C:26]([O:31][Si](C)(C)C)([C:29]#[N:30])[CH2:25][CH2:24]2)[C:20]([CH2:36][N:37]([CH3:48])[CH:38]2[C:47]3[C:42](=[CH:43][CH:44]=[CH:45][CH:46]=3)[CH2:41][CH2:40][CH2:39]2)=[C:19]([CH3:49])[N:18]=1)[CH3:8].O.[O-]S([O-])(=O)=O.[Mg+2]>C1COCC1.CCOC(C)=O>[NH2:30][CH2:29][C:26]1([OH:31])[CH2:27][CH2:28][N:23]([C:21]2[C:20]([CH2:36][N:37]([CH3:48])[C@@H:38]3[C:47]4[C:42](=[CH:43][CH:44]=[CH:45][CH:46]=4)[CH2:41][CH2:40][CH2:39]3)=[C:19]([CH3:49])[N:18]=[C:17]([C:10]3[C:9]([CH2:7][CH3:8])=[CH:14][CH:13]=[CH:12][C:11]=3[CH2:15][CH3:16])[N:22]=2)[CH2:24][CH2:25]1 |f:0.1.2.3.4.5,8.9|. Procedure: To a flask containing LAH (132 mg, 3.0 eq., 3.18 mmol) in anhydrous THF (20 mL) is added 1-(2-(2,6-diethyl-phenyl)-6-methyl-5-{[methyl-(1,2,3,4-tetrahydro-naphthalen-1-yl)-amino]-methyl}-pyrimidin-4-yl)-4-trimethylsilanyloxy-piperidine-4-carbonitrile 12 (0.63 g, 1.06 mmol) as a solution in THF (5 mL) over 10 min. The reaction is refluxed overnight. Following cooling to 0° C., water (0.132 mL) NaOH (15%, 0.132 mL) and water (0.396 mL) are added successively, followed by addition of EtOAc (100 mL)... Reactants: [OH-].[Na+] (sodium hydroxide), CO[C@@H]1[C@H]([C@@H]([C@H](C(O1)CO)O)O)O (methyl glucoside), COC1=CC=C(O)C=C1 (hydroquinone monomethyl ether), phosphomolybidic acid. Run in C(C(=C)C)(=O)OCCO (2-hydroxyethyl methacrylate). The product is C(C=C)(=O)OCCOC1[C@H](O)[C@@H](O)[C@@H](O)[C@H](O1)CO (galactosyloxyethyl acrylate), product. Isolated yield 68.8%. Reaction SMILES: [CH3:1][O:2][C@H:3]1[O:8][CH:7]([CH2:9][OH:10])[C@H:6]([OH:11])[C@@H:5]([OH:12])[C@@H:4]1[OH:13].[CH3:14][O:15][C:16]1C=CC(O)=[CH:18][CH:17]=1.[OH-:23].[Na+]>C(OCCO)(=O)C(C)=C>[C:16]([O:15][CH2:14][CH2:1][O:2][CH:3]1[O:8][C@H:7]([CH2:9][OH:10])[C@H:6]([OH:11])[C@H:5]([OH:12])[C@H:4]1[OH:13])(=[O:23])[CH:17]=[CH2:18] |f:2.3|. Procedure: A 19.4 g quantity of methyl glucoside (STA-MEG 106, product of Horizon Chemical A. E. Staley Manufacturing Co.) was suspended in 140 ml of 2-hydroxyethyl methacrylate. To the suspension were added 2.6 g of hydroquinone monomethyl ether and 1.0 g of phosphomolybidic acid, and the mixture was stirred well and gradually heated. After heating to a temperature of 80° to 90° C., the mixture was further stirred for about 2 hours while maintaining the same temperature and was neutralized with 2N sodium ... Reactants: BrCC (bromoethane), O1CCCC1 (tetrahydrofuran), C1CCOC1 (THF), BrC1=C(C=CC=C1)COC1=C(C=CC(=C1)C)C (1-bromo-2-(2,5-dimethylphenoxymethyl) benzene), C1CCOC1 (THF), aqueous solution, [Cl-].[NH4+] (ammonium chloride). Run at temperature 52.5 celsius. Yields the product CC1=C(OCC2=C(C(O)C3=NC=CC=C3)C=CC=C2)C=C(C=C1)C (2-[2-(2,5-dimethylphenoxymethyl)-α-hydroxybenzyl]pyridine). Yield: 75.8%. RXN SMILES: Br[C:2]1[CH:7]=[CH:6][CH:5]=[CH:4][C:3]=1[CH2:8][O:9][C:10]1[CH:15]=[C:14]([CH3:16])[CH:13]=[CH:12][C:11]=1[CH3:17].Br[CH2:19][CH3:20].[Cl-].[NH4+:22].[CH2:23]1[CH2:27][O:26][CH2:25][CH2:24]1>>[CH3:17][C:11]1[CH:12]=[CH:13][C:14]([CH3:16])=[CH:15][C:10]=1[O:9][CH2:8][C:3]1[CH:4]=[CH:5][CH:6]=[CH:7][C:2]=1[CH:25]([C:24]1[CH:23]=[CH:27][CH:20]=[CH:19][N:22]=1)[OH:26] |f:2.3|. Procedure: A mixture of 2.91 g (0.01 mol) of 1-bromo-2-(2,5-dimethylphenoxymethyl) benzene and 8 ml of THF was added to a suspension of 0.36 g (0.015 mol) of agnesium, 0.1 ml of bromoethane, and 2 ml of tetrahydrofuran at 45 to 55° C. over 5 minutes under a nitrogen gas atmosphere and stirred at 50 to 55° C. for an hour to prepare a Grignard's reagent. The Grignard's reagent was added to a mixture of 1.18 g (0.011 mol) of 2-pyridinecarboxyaldehyde and 10 ml of THF below 5° C. over 15 minutes and stirred at...